From a dataset of the Open Reaction Database (ORD), a public repository of structured organic reaction records. describe an organic reaction: reactants, conditions, products, and yield Starting materials: ClCCN1S(N(CC2=C1C=C(C=C2)F)C(C)C)(=O)=O (1-(2-chloroethyl)-3,4-dihydro-7-fluoro-3-(1-methylethyl)-1H-2,1,3-benzothiadiazine-2,2-dioxide), FC1=CC=C2C(=CNC2=C1)C1=CCNCC1 (4-(6-fluoroindol-3-yl)-1,2,5,6-tetrahydropyridine), C(=O)([O-])[O-].[K+].[K+] (K2CO3). The solvent is O (water). Run at temperature 100 celsius, time 64 hour. Yields the product FC1=CC=C2C(=CNC2=C1)C1=CCN(CC1)CCN1S(N(CC2=C1C=C(C=C2)F)C(C)C)(=O)=O (3,4-dihydro-1-{2-[4-(6-fluoroindol-3-yl)-1,2,5,6-tetrahydro-1-pyridyl]-1-ethyl}-3-(1-methylethyl)-7-fluoro-1H-2,1,3-benzothiadiazine-2,2-dioxide). As a reaction SMILES: Cl[CH2:2][CH2:3][N:4]1[C:9]2[CH:10]=[C:11]([F:14])[CH:12]=[CH:13][C:8]=2[CH2:7][N:6]([CH:15]([CH3:17])[CH3:16])[S:5]1(=[O:19])=[O:18].[F:20][C:21]1[CH:29]=[C:28]2[C:24]([C:25]([C:30]3[CH2:35][CH2:34][NH:33][CH2:32][CH:31]=3)=[CH:26][NH:27]2)=[CH:23][CH:22]=1.C([O-])([O-])=O.[K+].[K+]>O>[F:20][C:21]1[CH:29]=[C:28]2[C:24]([C:25]([C:30]3[CH2:35][CH2:34][N:33]([CH2:2][CH2:3][N:4]4[C:9]5[CH:10]=[C:11]([F:14])[CH:12]=[CH:13][C:8]=5[CH2:7][N:6]([CH:15]([CH3:17])[CH3:16])[S:5]4(=[O:19])=[O:18])[CH2:32][CH:31]=3)=[CH:26][NH:27]2)=[CH:23][CH:22]=1 |f:2.3.4|. Procedure details: To a 25 ml two-necked flask equipped with a reflux condenser and in Argon atmosphere, were added 1-(2-chloroethyl)-3,4-dihydro-7-fluoro-3-(1-methylethyl)-1H-2,1,3-benzothiadiazine-2,2-dioxide(678 mg, 2.2 mmol), 4-(6-fluoroindol-3-yl)-1,2,5,6-tetrahydropyridine (523 mg, 242 mmol), anhydrous K2CO3 (1.09 g, 11 mmol) and 10 ml of deionised water. The mixture was vigorously stirred under Argon for 64 hours at 100° C., allowed to reach room temperature and extracted with EtOAc (3×25 ml). The combined ... Reactants: EDTA·2Na, SCCO (2-mercaptoethanol), C1(=CC=CC=C1)CS(=O)(=O)F (phenyl methane sulfonylfluoride), C(CN(CC(=O)O)CC(=O)O)N(CC(=O)O)CC(=O)O (ethylenediaminetetraacetic acid), S(=O)(=O)([O-])[O-] (sulphate). Solvent: OCC(O)CO (glycerol), P(=O)([O-])([O-])[O-].[K+].[K+].[K+] (potassium phosphate). The product is C[C@H](CCCCCC)O ((R)-2-octanol). RXN SMILES: C(N(CC(O)=O)CC(O)=O)CN(CC(O)=O)CC(O)=O.S[CH2:22][CH2:23][OH:24].[C:25]1(CS(F)(=O)=O)[CH:30]=[CH:29][CH:28]=[CH:27][CH:26]=1.S([O-])([O-])(=O)=O>P([O-])([O-])([O-])=O.[K+].[K+].[K+].OCC(CO)O>[CH3:22][C@@H:23]([OH:24])[CH2:29][CH2:30][CH2:25][CH2:26][CH2:27][CH3:28] |f:4.5.6.7|. Procedure: Candida utilis IFO 0988 strain was cultured in 3.6 L of medium B and the microbial cells were prepared by centrifugation. Obtained microbial cells were suspended in 100 mM potassium phosphate buffer (pH 8.0), 10% glycerol, 1 mM ethylenediaminetetraacetic acid 2Na (EDTA·2Na), 0.01% 2-mercaptoethanol, and 2 mM phenyl methane sulfonylfluoride (PMSF) and homogenized with bead beater (Biospec). After that, microbial cell debris were removed by centrifugation and cell-free extract was obtained. Protam... Reactants: [BH4-], CC(=O)c1cc2c(s1)CCC1CC(=O)N(c3ccc(C)cc3)N=C21, CO, [Na+]. Yields the product Cc1ccc(N2N=C3c4cc(C(C)O)sc4CCC3CC2=O)cc1. Reaction SMILES: [BH4-:25].[C:1]([CH3:2])(=[O:3])[c:4]1[cH:5][c:6]2[c:7]([s:24]1)[CH2:8][CH2:9][CH:10]1[CH2:11][C:12](=[O:23])[N:13]([c:16]3[cH:17][cH:18][c:19]([CH3:22])[cH:20][cH:21]3)[N:14]=[C:15]21.[CH3:27][OH:28].[Na+:26]>>[CH:1]([CH3:2])([OH:3])[c:4]1[cH:5][c:6]2[c:7]([s:24]1)[CH2:8][CH2:9][CH:10]1[CH2:11][C:12](=[O:23])[N:13]([c:16]3[cH:17][cH:18][c:19]([CH3:22])[cH:20][cH:21]3)[N:14]=[C:15]21. Starting materials: C[Si](C)(C)[N-][Si](C)(C)C.[Li+] (lithium bis(trimethylsilyl)amide), [Cl-].COC[P+](C1=CC=CC=C1)(C1=CC=CC=C1)C1=CC=CC=C1 ((methoxymethyl)triphenylphosphonium chloride), C(=O)C1=NN(C=2C=CC=C(C12)C(=O)OC)CC1=CC=C(C=C1)OC (methyl 3-formyl-1-(4-methoxybenzyl)-1H-indazole-4-carboxylate). The solvent is O1CCCC1 (tetrahydrofuran), O1CCCC1 (tetrahydrofuran). Run at temperature -78 celsius, time 30 minute. The product is COC1=CC=C(CN2N=C(C=3C(=CC=CC23)C(=O)OC)C=COC)C=C1 (methyl 1-(4-methoxybenzyl)-3-(2-methoxyvinyl)-1H-indazole-4-carboxylate). Yield: 82.3%. As a reaction SMILES: [Cl-].[CH3:2][O:3][CH2:4][P+](C1C=CC=CC=1)(C1C=CC=CC=1)C1C=CC=CC=1.C[Si]([N-][Si](C)(C)C)(C)C.[Li+].[CH:34]([C:36]1[C:44]2[C:43]([C:45]([O:47][CH3:48])=[O:46])=[CH:42][CH:41]=[CH:40][C:39]=2[N:38]([CH2:49][C:50]2[CH:55]=[CH:54][C:53]([O:56][CH3:57])=[CH:52][CH:51]=2)[N:37]=1)=O>O1CCCC1>[CH3:57][O:56][C:53]1[CH:54]=[CH:55][C:50]([CH2:49][N:38]2[C:39]3[CH:40]=[CH:41][CH:42]=[C:43]([C:45]([O:47][CH3:48])=[O:46])[C:44]=3[C:36]([CH:34]=[CH:2][O:3][CH3:4])=[N:37]2)=[CH:51][CH:52]=1 |f:0.1,2.3|. Procedure details: To a −78° C. cooled suspension of (methoxymethyl)triphenylphosphonium chloride (119 g, 347 mmol) in tetrahydrofuran (1000 mL) was carefully added a solution of lithium bis(trimethylsilyl)amide (1.0M in THF, 347 mL, 347 mmol). The resulting dark red mixture was stirred at −40° C. for 30 min. To this was added a solution of methyl 3-formyl-1-(4-methoxybenzyl)-1H-indazole-4-carboxylate (45 g, 139 mmol) in tetrahydrofuran slowly and the mixture was stirred for 30 min. The reaction was quenched with ... Reactants: [Al+3], O=C(Cl)c1ccccc1, [Cl-], [Cl-], [Cl-], ClCCl, c1ccc(C23CNCC2C3)cc1. Product: O=C(c1ccccc1)c1ccc(C23CNCC2C3)cc1, Cl. RXN SMILES: [Al+3:2].[C:5]([c:6]1[cH:7][cH:8][cH:9][cH:10][cH:11]1)(=[O:12])[Cl:13].[Cl-:1].[Cl-:3].[Cl-:4].[Cl:26][CH2:27][Cl:28].[c:14]1([C:20]23[CH2:21][NH:22][CH2:23][CH:24]2[CH2:25]3)[cH:15][cH:16][cH:17][cH:18][cH:19]1>>[C:5]([c:6]1[cH:7][cH:8][cH:9][cH:10][cH:11]1)(=[O:12])[c:17]1[cH:16][cH:15][c:14]([C:20]23[CH2:21][NH:22][CH2:23][CH:24]2[CH2:25]3)[cH:19][cH:18]1.[ClH:13]. Yields the product [OH-].OCC[N+](C)(C)CCO (Bis-(2-hydroxyethyl)dimethyl ammonium hydroxide). Procedure: The procedure of Example 1 was followed except that about 267 grams of DMEA, 300 grams of de-ionized water, and 125 grams of ethylene oxide were used. However, at the end of the nitrogen purge, about 4.5 grams of ethylenediamine were added. The product is a clear and colorless solution, and no color change was observed after one month of standing at room temperature. Solvent: O (water). Reactants: CN(C)CCO (DMEA), C1CO1 (ethylene oxide). RXN SMILES: [CH3:1][N:2]([CH2:4][CH2:5][OH:6])[CH3:3].[CH2:7]1[O:9][CH2:8]1>O>[OH-:6].[OH:6][CH2:5][CH2:4][N+:2]([CH2:7][CH2:8][OH:9])([CH3:3])[CH3:1] |f:3.4|. The reactants are C[O-], C#Cc1cccc(Nc2ncnc3cc(Cl)c([N+](=O)[O-])cc23)c1, Cl, [Na+], O. Yields the product C#Cc1cccc(Nc2ncnc3cc(OC)c([N+](=O)[O-])cc23)c1. As a reaction SMILES: [CH3:25][O-:26].[Cl:2][c:3]1[c:4]([N+:22](=[O:23])[O-:24])[cH:5][c:6]2[c:7]([NH:13][c:14]3[cH:15][c:16]([C:20]#[CH:21])[cH:17][cH:18][cH:19]3)[n:8][cH:9][n:10][c:11]2[cH:12]1.[ClH:1].[Na+:27].[OH2:28]>>[c:3]1([O:26][CH3:25])[c:4]([N+:22](=[O:23])[O-:24])[cH:5][c:6]2[c:7]([NH:13][c:14]3[cH:15][c:16]([C:20]#[CH:21])[cH:17][cH:18][cH:19]3)[n:8][cH:9][n:10][c:11]2[cH:12]1. The reactants are C(=O)(OC)C1=CC=C(C=C1)CCCC1CCN(CC1)C[C@H]1CN(C[C@@H]1C1=CC=CC=C1)[C@@H](C(=O)O)C1CCCCC1 (2-(R)-(3-(S)-((4-(3-(4-(Carbomethoxy)phenyl)propyl)piperidin-1-yl)methyl)-4-(S)-phenylpyrrolidin-1-yl)-2-(cyclohexyl)acetic acid), [OH-].[Na+] (NaOH). Run in CO (MeOH). The product is C(=O)(O)C1=CC=C(C=C1)CCCC1CCN(CC1)C[C@H]1CN(C[C@@H]1C1=CC=CC=C1)[C@@H](C(=O)O)C1CCCCC1 (2-(R)-(3-(S)-((4-(3-((4-Carboxy)phenyl)propyl)piperidin-1-yl)methyl)-4-(S)-phenylpyrrolidin-1-yl)-2-(cyclohexyl)acetic acid). Reaction SMILES: [C:1]([C:5]1[CH:10]=[CH:9][C:8]([CH2:11][CH2:12][CH2:13][CH:14]2[CH2:19][CH2:18][N:17]([CH2:20][C@@H:21]3[C@@H:25]([C:26]4[CH:31]=[CH:30][CH:29]=[CH:28][CH:27]=4)[CH2:24][N:23]([C@H:32]([CH:36]4[CH2:41][CH2:40][CH2:39][CH2:38][CH2:37]4)[C:33]([OH:35])=[O:34])[CH2:22]3)[CH2:16][CH2:15]2)=[CH:7][CH:6]=1)([O:3]C)=[O:2].[OH-].[Na+]>CO>[C:1]([C:5]1[CH:10]=[CH:9][C:8]([CH2:11][CH2:12][CH2:13][CH:14]2[CH2:15][CH2:16][N:17]([CH2:20][C@@H:21]3[C@@H:25]([C:26]4[CH:31]=[CH:30][CH:29]=[CH:28][CH:27]=4)[CH2:24][N:23]([C@H:32]([CH:36]4[CH2:41][CH2:40][CH2:39][CH2:38][CH2:37]4)[C:33]([OH:35])=[O:34])[CH2:22]3)[CH2:18][CH2:19]2)=[CH:7][CH:6]=1)([OH:3])=[O:2] |f:1.2|. Reported procedure: A solution of 27 mg (0.05 mmol) of 2-(R)-(3-(S)-(4-(3-(4-(carbomethoxy)phenyl)propyl)piperidin-1-yl)methyl)-4-(S)-phenylpyrrolidin-1-yl)-3-methylbutanoic acid (from EXAMPLE 29, Step D) in 3 mL of MeOH was treated with 0.2 mL of 5.0 N NaOH and the resulting mixture was heated at reflux for 1 h. The mixture was cooled and concentrated. The residue was partially dissolved in H2O and the solids filtered and dried to afford 11 mg (42%, 2 steps) of the title compound: ESI-MS 547 (M+H); HPLC B: 6.57 mi...